This data is from the Open Reaction Database (ORD), a public repository of structured organic reaction records. The task is: describe an organic reaction: reactants, conditions, products, and yield The reactants are COC1=CC=C(C=C1)N (p-anisidine), Cl.COC=1C=C2C=C(C=NC2=CC1)C(=O)O (6-methoxyquinoline-3-carboxylic acid hydrochloride), Cl.C[C@@H]1CC[C@H](CC1)N (trans-4-methylcyclohexylamine hydrochloride), N1=CC=CC=C1 (pyridine). Solvent: S(=O)(Cl)Cl (thionyl chloride), C(C)N(CC)CC (triethylamine), C(C)OCC (diethyl ether). Reaction conditions: time 8 hour. Product: COC=1C=C2C=C(C=NC2=CC1)C(=O)O (6-Methoxyquinoline-3-carboxylic acid), C[C@@H]1CC[C@H](CC1)NC(=O)C=1C=NC2=CC=C(C=C2C1)OC (N-(trans-4-methylcyclohexyl)-6-methoxyquinoline-3-carboxamide). Isolated yield 32.1%. Reaction SMILES: COC1C=CC(N)=CC=1.Cl.[CH3:11][O:12][C:13]1[CH:14]=[C:15]2[C:20](=[CH:21][CH:22]=1)[N:19]=[CH:18][C:17]([C:23]([OH:25])=[O:24])=[CH:16]2.Cl.[CH3:27][C@H:28]1[CH2:33][CH2:32][C@H:31]([NH2:34])[CH2:30][CH2:29]1.N1C=CC=CC=1>S(Cl)(Cl)=O.C(OCC)C.C(N(CC)CC)C>[CH3:11][O:12][C:13]1[CH:14]=[C:15]2[C:20](=[CH:21][CH:22]=1)[N:19]=[CH:18][C:17]([C:23]([OH:25])=[O:24])=[CH:16]2.[CH3:27][C@H:28]1[CH2:33][CH2:32][C@H:31]([NH:34][C:23]([C:17]2[CH:18]=[N:19][C:20]3[C:15]([CH:16]=2)=[CH:14][C:13]([O:12][CH3:11])=[CH:22][CH:21]=3)=[O:25])[CH2:30][CH2:29]1 |f:1.2,3.4|. Procedure: 6-Methoxyquinoline-3-carboxylic acid was prepared from p-anisidine using the methods of Erickson (J. Med. Chem., 1979, 22, 7, 816–823). A solution of 6-methoxyquinoline-3-carboxylic acid hydrochloride (500 mg, 2.09 mmol) in thionyl chloride (25 mL) was heated at reflux for 1 hour. After this time the excess thionyl chloride was removed by distillation and the remaining solid dried under vacuum. The solid was suspended in dichloromethane (25 mL) and treated with trans-4-methylcyclohexylamine hydr... Starting materials: O=C([O-])[O-], CC(C)N=C=NC(C)C, S=C=Nc1cc2c(Cl)c(Cl)ccc2cn1, Cl, Cl, [Cs+], [Cs+], NCC1(O)CN2CCC1CC2, CN(C)C=O. Yields the product Clc1ccc2cnc(NC3=NCC4(CN5CCC4CC5)O3)cc2c1Cl. As a reaction SMILES: [C:16](=[O:17])([O-:18])[O-:19].[CH:35]([N:36]=[C:37]=[N:38][CH:39]([CH3:40])[CH3:41])([CH3:42])[CH3:43].[Cl:1][c:2]1[c:3]2[cH:4][c:5]([N:13]=[C:14]=[S:15])[n:6][cH:7][c:8]2[cH:9][cH:10][c:11]1[Cl:12].[ClH:22].[ClH:23].[Cs+:20].[Cs+:21].[NH2:24][CH2:25][C:26]1([OH:34])[CH2:27][N:28]2[CH2:29][CH2:30][CH:31]1[CH2:32][CH2:33]2.[O:44]=[CH:45][N:46]([CH3:47])[CH3:48]>>[Cl:1][c:2]1[c:3]2[cH:4][c:5]([NH:13][C:14]3=[N:24][CH2:25][C:26]4([CH2:27][N:28]5[CH2:29][CH2:30][CH:31]4[CH2:32][CH2:33]5)[O:34]3)[n:6][cH:7][c:8]2[cH:9][cH:10][c:11]1[Cl:12]. Starting materials: OC1=CC=C(C=C1)CCC(C)NC(C)=O (N-[3-(4-Hydroxyphenyl)-1-methylpropyl]acetamide), ClC1=NC=C(C=C1)OC1COCC1 (2-chloro-5-(tetrahydrofuran-3-yloxy)pyridine). Product: CC(CCC1=CC=C(C=C1)OC1=NC=C(C=C1)OC1COCC1)NC(C)=O (N-(1-Methyl-3-{4-[5-(tetrahydrofuran-3-yloxy)pyridin-2-yloxy]phenyl}propyl)acetamide). As a reaction SMILES: [OH:1][C:2]1[CH:7]=[CH:6][C:5]([CH2:8][CH2:9][CH:10]([NH:12][C:13](=[O:15])[CH3:14])[CH3:11])=[CH:4][CH:3]=1.Cl[C:17]1[CH:22]=[CH:21][C:20]([O:23][CH:24]2[CH2:28][CH2:27][O:26][CH2:25]2)=[CH:19][N:18]=1>>[CH3:11][CH:10]([NH:12][C:13](=[O:15])[CH3:14])[CH2:9][CH2:8][C:5]1[CH:4]=[CH:3][C:2]([O:1][C:17]2[CH:22]=[CH:21][C:20]([O:23][CH:24]3[CH2:28][CH2:27][O:26][CH2:25]3)=[CH:19][N:18]=2)=[CH:7][CH:6]=1. Reported procedure: N-[3-(4-Hydroxyphenyl)-1-methylpropyl]acetamide was reacted with 2-chloro-5-(tetrahydrofuran-3-yloxy)pyridine in analogy to example 2c.